describe an organic reaction: reactants, conditions, products, and yield From a dataset of the Open Reaction Database (ORD), a public repository of structured organic reaction records. Product: Cc1cc(C)nc(N(CCN(C(C)C)C(C)C)C(=O)Oc2ccccc2)n1, Cl. Reaction SMILES: [CH:1]([CH3:2])([CH3:3])[N:4]([CH2:5][CH2:6][NH:7][c:8]1[n:9][c:10]([CH3:15])[cH:11][c:12]([CH3:14])[n:13]1)[CH:16]([CH3:17])[CH3:18].[Cl:19][C:20](=[O:21])[O:22][c:23]1[cH:24][cH:25][cH:26][cH:27][cH:28]1.[cH:29]1[cH:30][cH:31][cH:32][cH:33][cH:34]1>>[CH:1]([CH3:2])([CH3:3])[N:4]([CH2:5][CH2:6][N:7]([c:8]1[n:9][c:10]([CH3:15])[cH:11][c:12]([CH3:14])[n:13]1)[C:20](=[O:21])[O:22][c:23]1[cH:24][cH:25][cH:26][cH:27][cH:28]1)[CH:16]([CH3:17])[CH3:18].[ClH:19]. Reactants: Cc1cc(C)nc(NCCN(C(C)C)C(C)C)n1, O=C(Cl)Oc1ccccc1, c1ccccc1. The reactants are CN, CO, Cl, O, NC1=C(c2cccc(C(F)(F)F)c2)C(=O)C(c2ccccc2)O1. Yields the product CNC1=C(c2cccc(C(F)(F)F)c2)C(=O)C(c2ccccc2)O1. As a reaction SMILES: [CH3:25][NH2:26].[CH3:27][OH:28].[ClH:1].[OH2:29].[c:2]1([CH:8]2[O:9][C:10]([NH2:24])=[C:11]([c:14]3[cH:15][c:16]([C:20]([F:21])([F:22])[F:23])[cH:17][cH:18][cH:19]3)[C:12]2=[O:13])[cH:3][cH:4][cH:5][cH:6][cH:7]1>>[c:2]1([CH:8]2[O:9][C:10]([NH:24][CH3:25])=[C:11]([c:14]3[cH:15][c:16]([C:20]([F:21])([F:22])[F:23])[cH:17][cH:18][cH:19]3)[C:12]2=[O:13])[cH:3][cH:4][cH:5][cH:6][cH:7]1.